This data is from the Open Reaction Database (ORD), a public repository of structured organic reaction records. The task is: describe an organic reaction: reactants, conditions, products, and yield The reactants are COC=1C=C(C=C(C1OC)OC)C1=NC=CC(=C1)CN1CCNCC1 (1-[[2-(3,4,5-Trimethoxyphenyl)pyridin-4-yl]methyl]-piperazine), COC1=CC=C(C=C1)CC(=O)Cl ((4-methoxyphenyl)acetyl chloride). The product is Cl.COC1=CC=C(C=C1)CC(=O)N1CCN(CC1)CC1=CC(=NC=C1)C1=CC(=C(C(=C1)OC)OC)OC (N-(4-methoxyphenyl)acetyl-N′-[[2-(3,4,5-trimethoxyphenyl)pyridin-4-yl]methyl]piperazine hydrochloride), Cl (hydrochloride). As a reaction SMILES: [CH3:1][O:2][C:3]1[CH:4]=[C:5]([C:13]2[CH:18]=[C:17]([CH2:19][N:20]3[CH2:25][CH2:24][NH:23][CH2:22][CH2:21]3)[CH:16]=[CH:15][N:14]=2)[CH:6]=[C:7]([O:11][CH3:12])[C:8]=1[O:9][CH3:10].[CH3:26][O:27][C:28]1[CH:33]=[CH:32][C:31]([CH2:34][C:35]([Cl:37])=[O:36])=[CH:30][CH:29]=1>>[ClH:37].[CH3:26][O:27][C:28]1[CH:33]=[CH:32][C:31]([CH2:34][C:35]([N:23]2[CH2:24][CH2:25][N:20]([CH2:19][C:17]3[CH:16]=[CH:15][N:14]=[C:13]([C:5]4[CH:6]=[C:7]([O:11][CH3:12])[C:8]([O:9][CH3:10])=[C:3]([O:2][CH3:1])[CH:4]=4)[CH:18]=3)[CH2:21][CH2:22]2)=[O:36])=[CH:30][CH:29]=1.[ClH:37] |f:2.3|. Reported procedure: 1-[[2-(3,4,5-Trimethoxyphenyl)pyridin-4-yl]methyl]-piperazine (103 mg) and (4-methoxyphenyl)acetyl chloride (60 mg) were reacted in the same manner as in Example 46 to obtain the title compound in the form of a hydrochloride.